describe an organic reaction: reactants, conditions, products, and yield From a dataset of the Open Reaction Database (ORD), a public repository of structured organic reaction records. Starting materials: CC(C)N, O=C(Nc1cnnc(Cl)c1Cl)Oc1ccccc1, C1CCOC1. Yields the product CC(C)NC(=O)Nc1cnnc(Cl)c1Cl. As a reaction SMILES: [CH3:19][CH:20]([CH3:21])[NH2:22].[Cl:1][c:2]1[c:3]([NH:9][C:10]([O:11][c:12]2[cH:13][cH:14][cH:15][cH:16][cH:17]2)=[O:18])[cH:4][n:5][n:6][c:7]1[Cl:8].[O:23]1[CH2:24][CH2:25][CH2:26][CH2:27]1>>[Cl:1][c:2]1[c:3]([NH:9][C:10](=[O:18])[NH:22][CH:20]([CH3:19])[CH3:21])[cH:4][n:5][n:6][c:7]1[Cl:8]. Starting materials: O=C[C@H](O)[C@@H](O)[C@H](O)[C@H](O)CO (glucose), [Na+].[Cl-] (NaCl), Cl.N[C@@H](CS)C(=O)O (cysteine hydrochloride), C([O-])([O-])=O.[Ca+2] (calcium carbonate), butyl rubber. Run at temperature 30 celsius. The product is C1(=CC=CC=C1)C(C(=O)O)(O)C (phenyllactic acid). Reaction SMILES: O=[CH:2][C@@H:3]([C@H:5]([C@@H:7]([C@@H:9]([CH2:11]O)O)O)O)[OH:4].[Na+].[Cl-].Cl.N[C@H:17](C(O)=O)[CH2:18]S.[C:23](=[O:26])([O-])[O-:24].[Ca+2]>>[C:5]1([C:3]([CH3:2])([OH:4])[C:23]([OH:24])=[O:26])[CH:18]=[CH:17][CH:11]=[CH:9][CH:7]=1 |f:1.2,3.4,5.6|. Procedure details: 220 parts by weight of this glucose was mixed with 12,100 parts by weight of a culture medium (10 g/l of peptone, 5 g/l of yeast extract, 2 g/l of meat extract, 5 g/l of NaCl, 2 g/l of cysteine hydrochloride and 5 g/l of calcium carbonate), and the mixture formed was injected into a pressure bottle. After the gaseous-phase portion in the bottle was displaced with nitrogen gas, the bottle was hermetically closed with a butyl rubber stopper, which was then treated in an autoclave (121° C., 98 kPa ... Starting materials: COC(=O)c1cc(C)cc(F)c1, [Li+], C1CCOC1, [OH-]. The product is Cc1cc(F)cc(C(=O)O)c1. RXN SMILES: [CH3:3][O:4][C:5]([c:6]1[cH:7][c:8]([F:13])[cH:9][c:10]([CH3:12])[cH:11]1)=[O:14].[Li+:1].[O:15]1[CH2:16][CH2:17][CH2:18][CH2:19]1.[OH-:2]>>[O:4]=[C:5]([c:6]1[cH:7][c:8]([F:13])[cH:9][c:10]([CH3:12])[cH:11]1)[OH:14]. Reactants: ClC1=NC=C(C(=N1)NC1=C(C(=O)NC)C=CC=C1F)Cl (2-(2,5-Dichloro-pyrimidin-4-ylamino)-3-fluoro-N-methyl-benzamide), NC=1C=CC2=C(C(NCCC2)=O)C1 (8-Amino-2,3,4,5-tetrahydro-benzo[c]azepin-1-one), CC1([C@@H]2CC[C@]1(C(=O)C2)CS(=O)(=O)O)C (DL-10-Camphorsulfonic acid). Run in C(C)(C)O (isopropanol). The product is ClC=1C(=NC(=NC1)NC=1C=CC2=C(C(NCCC2)=O)C1)NC1=C(C(=O)NC)C=CC=C1F (2-[5-Chloro-2-(1-oxo-2,3,4,5-tetrahydro-1H-benzo[c]azepin-8-ylamino)-pyrimidin-4-ylamino]-3-fluoro-N-methyl-benzamide). Isolated yield 15.3%. As a reaction SMILES: Cl[C:2]1[N:7]=[C:6]([NH:8][C:9]2[C:18]([F:19])=[CH:17][CH:16]=[CH:15][C:10]=2[C:11]([NH:13][CH3:14])=[O:12])[C:5]([Cl:20])=[CH:4][N:3]=1.[NH2:21][C:22]1[CH:23]=[CH:24][C:25]2[CH2:31][CH2:30][CH2:29][NH:28][C:27](=[O:32])[C:26]=2[CH:33]=1.CC1(C)[C@]2(CS(O)(=O)=O)C(C[C@H]1CC2)=O>C(O)(C)C>[Cl:20][C:5]1[C:6]([NH:8][C:9]2[C:18]([F:19])=[CH:17][CH:16]=[CH:15][C:10]=2[C:11]([NH:13][CH3:14])=[O:12])=[N:7][C:2]([NH:21][C:22]2[CH:23]=[CH:24][C:25]3[CH2:31][CH2:30][CH2:29][NH:28][C:27](=[O:32])[C:26]=3[CH:33]=2)=[N:3][CH:4]=1. Reported procedure: Combined 2-(2,5-Dichloro-pyrimidin-4-ylamino)-3-fluoro-N-methyl-benzamide (104 mg, 0.33 mmol), 8-Amino-2,3,4,5-tetrahydro-benzo[c]azepin-1-one (70 mg, 0.397 mmol), DL-10-Camphorsulfonic acid (82 mg, 0.353 mmol) and isopropanol (4 mL) in a microwave tube. Microwaved reaction at 120° C. for 30 minutes. Evaporated off solvent and purified with normal phase chromatography to yield a white solid, 2-[5-Chloro-2-(1-oxo-2,3,4,5-tetrahydro-1H-benzo[c]azepin-8-ylamino)-pyrimidin-4-ylamino]-3-fluoro-N-meth... The reactants are C1CCOC1, [Cl-], COC(=O)c1ccc(Cl)nc1, OCc1c(-c2ccc(F)cn2)noc1C=Cc1ccccc1, [H-], [NH4+], [Na+], O. The product is COC(=O)c1ccc(OCc2c(-c3ccc(F)cn3)noc2C=Cc2ccccc2)nc1. As a reaction SMILES: [CH2:38]1[O:39][CH2:40][CH2:41][CH2:42]1.[Cl-:36].[Cl:25][c:26]1[n:27][cH:28][c:29]([C:30](=[O:31])[O:32][CH3:33])[cH:34][cH:35]1.[F:3][c:4]1[cH:5][cH:6][c:7](-[c:10]2[n:11][o:12][c:13]([CH:17]=[CH:18][c:19]3[cH:20][cH:21][cH:22][cH:23][cH:24]3)[c:14]2[CH2:15][OH:16])[n:8][cH:9]1.[H-:1].[NH4+:37].[Na+:2].[OH2:43]>>[F:3][c:4]1[cH:5][cH:6][c:7](-[c:10]2[n:11][o:12][c:13]([CH:17]=[CH:18][c:19]3[cH:20][cH:21][cH:22][cH:23][cH:24]3)[c:14]2[CH2:15][O:16][c:26]2[n:27][cH:28][c:29]([C:30](=[O:31])[O:32][CH3:33])[cH:34][cH:35]2)[n:8][cH:9]1.